describe an organic reaction: reactants, conditions, products, and yield From a dataset of the Open Reaction Database (ORD), a public repository of structured organic reaction records. The reactants are BrC1=C(C=CC(=C1)[N+](=O)[O-])N1CCN(CC1)C(=O)OC(C)(C)C (tert-butyl 4-(2-bromo-4-nitrophenyl)piperazine-1-carboxylate), Cl (HCl), O1CCOCC1 (1,4-dioxane). Run in ClCCl (dichloromethane). Reaction conditions: temperature 20 celsius, time 3 hour. Product: Cl.Cl.BrC1=C(C=CC(=C1)[N+](=O)[O-])N1CCNCC1 (1-(2-Bromo-4-nitrophenyl)piperazine dihydrochloride). Yield: 89.0%. RXN SMILES: [Br:1][C:2]1[CH:7]=[C:6]([N+:8]([O-:10])=[O:9])[CH:5]=[CH:4][C:3]=1[N:11]1[CH2:16][CH2:15][N:14](C(OC(C)(C)C)=O)[CH2:13][CH2:12]1.[ClH:24].O1CCOCC1>ClCCl>[ClH:24].[ClH:24].[Br:1][C:2]1[CH:7]=[C:6]([N+:8]([O-:10])=[O:9])[CH:5]=[CH:4][C:3]=1[N:11]1[CH2:16][CH2:15][NH:14][CH2:13][CH2:12]1 |f:4.5.6|. Reported procedure: A solution of tert-butyl 4-(2-bromo-4-nitrophenyl)piperazine-1-carboxylate (2.3 g, 5.9 mmol) in dichloromethane (15 mL) was treated with 4 M HCl in 1,4-dioxane (15 mL, 59 mmol) and stirred at 20° C. for 3 h. The reaction mixture was concentrated, diluted with a minimal amount of methanol (˜15 mL), and added dropwise to ether (300 mL) that was cooled 0° C. The solid that precipitated was collected by filtration and dried to give the desired product (1.9 g, 89%) which was used in the next step wit... Starting materials: COc2ccc1ccccc1c2 (substrate), c3ccc(n2cnc1ccccc12)cc3 (effective_coupling_partner). Reagents/catalysts: P(o-tolyl)3. Conditions: temperature 90 celsius, time 16 hour. Yields the product Cc1ccccc1n5c(c3ccc2ccccc2c3)nc4ccccc45. Reactants: N1CCCC1 (Pyrrolidine), COC(CC=1C=C(C(=CC1)OC)C1=C(C=C(C=C1)C(F)(F)F)CNCC)=O ((2′-ethylaminomethyl-6-methoxy-4′-trifluoromethyl-biphenyl-3-yl)-acetic acid methyl ester), C(C)(C)N(CC)C(C)C (diisopropylethylamine), C(=O)(Cl)Cl (phosgene). The solvent is C(Cl)Cl (CH2Cl2). Run at time 2 hour. Product: COC(CC=1C=C(C(=CC1)OC)C1=C(C=C(C=C1)C(F)(F)F)CN(C(=O)N1CCCC1)CC)=O ((2′-{[Ethyl-(pyrrolidine-1-carbonyl)-amino]-methyl}-6-methoxy-4′-trifluoromethyl-biphenyl-3-yl)-acetic acid methyl ester). Reaction SMILES: [CH3:1][O:2][C:3](=[O:27])[CH2:4][C:5]1[CH:6]=[C:7]([C:13]2[CH:18]=[CH:17][C:16]([C:19]([F:22])([F:21])[F:20])=[CH:15][C:14]=2[CH2:23][NH:24][CH2:25][CH3:26])[C:8]([O:11][CH3:12])=[CH:9][CH:10]=1.[CH:28]([N:31]([CH:34]([CH3:36])C)[CH2:32]C)([CH3:30])C.C(Cl)(Cl)=[O:38].N1CCCC1>C(Cl)Cl>[CH3:1][O:2][C:3](=[O:27])[CH2:4][C:5]1[CH:6]=[C:7]([C:13]2[CH:18]=[CH:17][C:16]([C:19]([F:21])([F:20])[F:22])=[CH:15][C:14]=2[CH2:23][N:24]([CH2:25][CH3:26])[C:32]([N:31]2[CH2:28][CH2:30][CH2:36][CH2:34]2)=[O:38])[C:8]([O:11][CH3:12])=[CH:9][CH:10]=1. Reported procedure: To a solution of (2′-ethylaminomethyl-6-methoxy-4′-trifluoromethyl-biphenyl-3-yl)-acetic acid methyl ester (0.207 g, 0.54 mmol) and diisopropylethylamine (0.38 mL, 2.16 mmol) in CH2Cl2 (2 mL) at 0° C. was added phosgene (20% in toluene; 0.43 mL, 0.81 mmol), and the reaction was stirred for 2 hours. Pyrrolidine (0.13 mL, 1.62 mmol) was added, and the reaction was stirred at 0° C. for 30 minutes. The mixture was concentrated, and the residue was purified by silica gel chromatography (20-40% EtOAc ... Starting materials: OC=1C(=NC=CC1)C(=O)O (3-Hydroxypicolinic acid), C(C)O (ethanol), O (water), S(O)(O)(=O)=O (Sulfuric acid). The solvent is C1=CC=CC=C1 (benzene). The product is OC=1C(=NC=CC1)C(=O)OCC (ethyl 3-hydroxypicolinate). Reaction SMILES: [OH:1][C:2]1[C:3]([C:8]([OH:10])=[O:9])=[N:4][CH:5]=[CH:6][CH:7]=1.S(=O)(=O)(O)O.O.[CH2:17](O)[CH3:18]>C1C=CC=CC=1>[OH:1][C:2]1[C:3]([C:8]([O:10][CH2:17][CH3:18])=[O:9])=[N:4][CH:5]=[CH:6][CH:7]=1. Procedure details: 3-Hydroxypicolinic acid (12.5 g, 900 mmol) was suspended in a mixture of ethanol (300 ml) and benzene (100 ml). Sulfuric acid (5 ml) was added and the reaction mixture was heated at reflux with azeotropic removal of water via Dean Stark trap. After the reaction was complete, the organics were removed in vacuo. The residue was dissolved in water, basified with sodium carbonate and extracted with ethyl acetate. The ethyl acetate layer was dried over magnesium sulfate, concentrated in vacuo to give... Starting materials: C(C)OC=1C(C(C1NC1=C(C=C(C=C1)C#N)O)=O)=O (3-ethoxy-4-(2-hydroxy-4-cyanophenyl)amino-3-cyclobutene-1,2-dione), C(C)(C)(C)N (tert-butylamine), ClCl (Cl2), C(C)O (ethanol). The solvent is CCCCCC (hexane), C(C)(=O)OCC (ethyl acetate). Run at time 2 day. Yields the product C(C)(C)(C)NC=1C(C(C1NC1=C(C=C(C=C1)C#N)O)=O)=O (3-(tert-butylamino)-4-(2-hydroxy-4-cyanophenyl)amino-3-cyclobutene-1,2-dione). As a reaction SMILES: C(O[C:4]1[C:5](=[O:19])[C:6](=[O:18])[C:7]=1[NH:8][C:9]1[CH:14]=[CH:13][C:12]([C:15]#[N:16])=[CH:11][C:10]=1[OH:17])C.[C:20]([NH2:24])([CH3:23])([CH3:22])[CH3:21].ClCl.C(O)C>CCCCCC.C(OCC)(=O)C>[C:20]([NH:24][C:4]1[C:5](=[O:19])[C:6](=[O:18])[C:7]=1[NH:8][C:9]1[CH:14]=[CH:13][C:12]([C:15]#[N:16])=[CH:11][C:10]=1[OH:17])([CH3:23])([CH3:22])[CH3:21]. Procedure details: A mixture of 3-ethoxy-4-(2-hydroxy-4-cyanophenyl)amino-3-cyclobutene-1,2-dione (0.395 g, 0.0015 mol) and tert-butylamine (4 ml, 0.038 mol) in enough CH2 Cl2 to form a solution (a small amount of dry ethanol was required) was stirred at room temperature for two days. During this time, a precipitate forms. TLC (2:1 ethyl acetate:hexane) indicates a loss of starting material. The reaction is evaporated to a solid on a rotary evaporator. The solid is taken up in ethyl acetate and extracted well with...